This data is from the Open Reaction Database (ORD), a public repository of structured organic reaction records. The task is: describe an organic reaction: reactants, conditions, products, and yield Product: C[C@H]1CC[C@H](CC1)NC1=NC=C(C(=N1)OC1CN(C1)S(=O)(=O)C)C1=CC=C(C=C1)O[C@@H]1COCC1 (N-(cis-4-methylcyclohexyl)-4-(1-(methylsulfonyl)azetidin-3-yloxy)-5-(4-((S)-tetrahydrofuran-3-yloxy)phenyl)pyrimidin-2-amine). Reactants: BrC=1C(=NC(=NC1)N[C@@H]1CC[C@@H](CC1)C)OC1CN(C1)S(=O)(=O)C (5-bromo-N-(cis-4-methylcyclohexyl)-4-(1-(methylsulfonyl)azetidin-3-yloxy)pyrimidin-2-amine), CC1(OB(OC1(C)C)C1=CC=C(C=C1)O[C@@H]1COCC1)C ((S)-4,4,5,5-tetramethyl-2-(4-(tetrahydrofuran-3-yloxy)phenyl)-1,3,2-dioxaborolane). Procedure: Using the procedure of Example 1 Step 3, 5-bromo-N-(cis-4-methylcyclohexyl)-4-(1-(methylsulfonyl)azetidin-3-yloxy)pyrimidin-2-amine was reacted with (S)-4,4,5,5-tetramethyl-2-(4-(tetrahydrofuran-3-yloxy)phenyl)-1,3,2-dioxaborolane to provide the title compound (105 mg, 46% yield). 1H NMR (CDCl3, 400 MHz) 8.12 (s, 1H), 7.38 (m, 2H), 6.91 (m, 2H), 5.34 (m, 1H), 5.20 (sb, 1H), 4.95 (m, 1H), 4.31 (m, 2H), 4.09-3.92 (m, 6H), 2.90 (s, 3H), 2.22 (m, 2H), 1.80-1.57 (m, 6H), 1.23 (m, 2H), 0.94 (d, 3H). M... Isolated yield 46.0%. Reaction SMILES: Br[C:2]1[C:3]([O:16][CH:17]2[CH2:20][N:19]([S:21]([CH3:24])(=[O:23])=[O:22])[CH2:18]2)=[N:4][C:5]([NH:8][C@H:9]2[CH2:14][CH2:13][C@@H:12]([CH3:15])[CH2:11][CH2:10]2)=[N:6][CH:7]=1.CC1(C)C(C)(C)OB([C:33]2[CH:38]=[CH:37][C:36]([O:39][C@H:40]3[CH2:44][CH2:43][O:42][CH2:41]3)=[CH:35][CH:34]=2)O1>>[CH3:15][C@@H:12]1[CH2:13][CH2:14][C@H:9]([NH:8][C:5]2[N:4]=[C:3]([O:16][CH:17]3[CH2:20][N:19]([S:21]([CH3:24])(=[O:23])=[O:22])[CH2:18]3)[C:2]([C:33]3[CH:38]=[CH:37][C:36]([O:39][C@H:40]4[CH2:44][CH2:43][O:42][CH2:41]4)=[CH:35][CH:34]=3)=[CH:7][N:6]=2)[CH2:10][CH2:11]1. Starting materials: ClC1=C(N=NN1C1=C(C(=CC=C1)Cl)F)C(=O)OCC (Ethyl 5-chloro-1-(3-chloro-2-fluorophenyl)-1H-1,2,3-triazole-4-carboxylate), N(=O)OCCC(C)C (isoamyl nitrite), Intermediate 27A, Cl (HCl). Run in CCO (EtOH), CCOC(=O)C (EtOAc). Reaction conditions: time 48 hour. The product is ClC1=C(N=NN1C1=C(C(=CC=C1)Cl)F)C(=O)O (5-Chloro-1-(3-chloro-2-fluorophenyl)-1H-1,2,3-triazole-4-carboxylic acid). Reaction SMILES: [Cl:1][C:2]1[N:6]([C:7]2[CH:12]=[CH:11][CH:10]=[C:9]([Cl:13])[C:8]=2[F:14])[N:5]=[N:4][C:3]=1[C:15]([O:17]CC)=[O:16].Cl.N(OCCC(C)C)=O>CCO.CCOC(C)=O>[Cl:1][C:2]1[N:6]([C:7]2[CH:12]=[CH:11][CH:10]=[C:9]([Cl:13])[C:8]=2[F:14])[N:5]=[N:4][C:3]=1[C:15]([OH:17])=[O:16]. Reported procedure: Ethyl 5-chloro-1-(3-chloro-2-fluorophenyl)-1H-1,2,3-triazole-4-carboxylate: (Can. J. Chem., 37:118-119 (1959)). To a solution of Intermediate 27A (1.1 g, 3.86 mmol) in EtOH (30 mL) at 0° C. was passed HCl gas until all of the solid dissolved. To the solution was added isoamyl nitrite (0.520 mL, 3.86 mmol) in one portion and the resulting solution was kept at 0-5° C. for 48 h. The reaction mixture was diluted in EtOAc and washed with aq NaHCO3 and brine. The organic layer was concentrated and pur... Starting materials: C(C)(=O)N1C(C(C2=CC=C(C=C12)C(=O)OCC)=C(C1=CC=CC=C1)OCC)=O (1-acetyl-3-(1-ethoxy-1-phenylmethylene)-6-ethoxycarbonyl-2-indolinone), CN(C)CC=1C=C(N)C=CC1 (3-(dimethylaminomethyl)-aniline). The product is CN(C)CC=1C=C(N\C(\C2=CC=CC=C2)=C\2/C(NC3=CC(=CC=C23)C(=O)OCC)=O)C=CC1 (3-Z-[1-(3-(dimethylaminomethyl)-anilino)-1-phenyl-methylene]-6-ethoxycarbonyl-2-indolinone). Reaction SMILES: C([N:4]1[C:12]2[C:7](=[CH:8][CH:9]=[C:10]([C:13]([O:15][CH2:16][CH3:17])=[O:14])[CH:11]=2)[C:6](=[C:18](OCC)[C:19]2[CH:24]=[CH:23][CH:22]=[CH:21][CH:20]=2)[C:5]1=[O:28])(=O)C.[CH3:29][N:30]([CH2:32][C:33]1[CH:34]=[C:35]([CH:37]=[CH:38][CH:39]=1)[NH2:36])[CH3:31]>>[CH3:31][N:30]([CH2:32][C:33]1[CH:34]=[C:35]([CH:37]=[CH:38][CH:39]=1)[NH:36]/[C:18](=[C:6]1\[C:5](=[O:28])[NH:4][C:12]2[C:7]\1=[CH:8][CH:9]=[C:10]([C:13]([O:15][CH2:16][CH3:17])=[O:14])[CH:11]=2)/[C:19]1[CH:20]=[CH:21][CH:22]=[CH:23][CH:24]=1)[CH3:29]. Procedure: Prepared from 1-acetyl-3-(1-ethoxy-1-phenylmethylene)-6-ethoxycarbonyl-2-indolinone and 3-(dimethylaminomethyl)-aniline Rf value: 0.5 (aluminium oxide, methylene chloride/ethanol=30:1) C27H27N3O3 The reactants are CC=1N=C(SC1[C@@H](C)O)C1=CC=C(C=C1)C(F)(F)F ((R)-1-[4-methyl-2-(4-trifluoromethyl-phenyl)-thiazol-5-yl]-ethanol), C(CCC)P(CCCC)CCCC (tributylphosphine), CN(C(=O)N=NC(=O)N(C)C)C (N,N,N′,N′-tetramethyl azodicarboxamide), C(C)(C)(C)OC(CN1C=CC2=CC=C(C=C12)O)=O ((6-hydroxy-indol-1-yl)-acetic acid tert-butyl ester). Yields the product C(C)(C)(C)OC(CN1C=CC2=CC=C(C=C12)O[C@@H](C)C1=C(N=C(S1)C1=CC=C(C=C1)C(F)(F)F)C)=O ((S)-(6-{1-[4-methyl-2-(4-trifluoromethyl-phenyl)-thiazol-5-yl]-ethoxy}-indol-1-yl)-acetic acid tert-butyl ester). RXN SMILES: [C:1]([O:5][C:6](=[O:18])[CH2:7][N:8]1[C:16]2[C:11](=[CH:12][CH:13]=[C:14]([OH:17])[CH:15]=2)[CH:10]=[CH:9]1)([CH3:4])([CH3:3])[CH3:2].[CH3:19][C:20]1[N:21]=[C:22]([C:28]2[CH:33]=[CH:32][C:31]([C:34]([F:37])([F:36])[F:35])=[CH:30][CH:29]=2)[S:23][C:24]=1[C@H:25](O)[CH3:26].C(P(CCCC)CCCC)CCC.CN(C)C(N=NC(N(C)C)=O)=O>>[C:1]([O:5][C:6](=[O:18])[CH2:7][N:8]1[C:16]2[C:11](=[CH:12][CH:13]=[C:14]([O:17][C@H:25]([C:24]3[S:23][C:22]([C:28]4[CH:29]=[CH:30][C:31]([C:34]([F:36])([F:37])[F:35])=[CH:32][CH:33]=4)=[N:21][C:20]=3[CH3:19])[CH3:26])[CH:15]=2)[CH:10]=[CH:9]1)([CH3:4])([CH3:2])[CH3:3]. Procedure: In analogy to the procedure described in example 3 c], (6-hydroxy-indol-1-yl)-acetic acid tert-butyl ester (example 6 b]) was reacted with (R)-1-[4-methyl-2-(4-trifluoromethyl-phenyl)-thiazol-5-yl]-ethanol [ee=79%; PCT Int. Appl. (2002), WO 02/062774 A1] in the presence of tributylphosphine and N,N,N′,N′-tetramethyl azodicarboxamide to obtain (S)-(6-{1-[4-methyl-2-(4-trifluoromethyl-phenyl)-thiazol-5-yl]-ethoxy}-indol-1-yl)-acetic acid tert-butyl ester as colorless liquid. The configuration was ... Reactants: CO, CC(C#Cc1ccc(Cl)cc1)N1C(=O)c2ccccc2C1=O, ClCCl, NN. The product is CC(N)C#Cc1ccc(Cl)cc1. Reaction SMILES: [CH3:23][OH:24].[Cl:1][c:2]1[cH:3][cH:4][c:5]([C:8]#[C:9][CH:10]([CH3:11])[N:12]2[C:13](=[O:14])[c:15]3[c:16]([cH:17][cH:18][cH:19][cH:20]3)[C:21]2=[O:22])[cH:6][cH:7]1.[Cl:27][CH2:28][Cl:29].[NH2:25][NH2:26]>>[Cl:1][c:2]1[cH:3][cH:4][c:5]([C:8]#[C:9][CH:10]([CH3:11])[NH2:12])[cH:6][cH:7]1. The reactants are COC1=CC2=C(C(C3=NC=CC=C31)(O)C3CCN(CC3)C)C=CC(=C2)Cl (5-Methoxy-8-chloro-11-(1-methyl-4-piperidinyl)-11 H-benzo[5,6]cyclohepta[1,2-b]pyridin-11-ol), [OH-].[Na+] (NaOH), OS(=O)(=O)O (H2SO4). Run in CO (CH3OH). The product is ClC=1C=CC2=C(CC(C=3C(=NC=CC3)C2(C2CCN(CC2)C)O)=O)C1 (8-chloro-11-hydroxy-11-(1-methyl-4-piperidinyl)-6,11-dihydro-5 H-benzo[5,6]cyclohepta[1,2-b]pyridin-5-one), Cl (HCl). Reaction SMILES: C[O:2][C:3]1[C:13]2[C:8](=[N:9][CH:10]=[CH:11][CH:12]=2)[C:7]([CH:15]2[CH2:20][CH2:19][N:18]([CH3:21])[CH2:17][CH2:16]2)([OH:14])[C:6]2[CH:22]=[CH:23][C:24]([Cl:26])=[CH:25][C:5]=2[CH:4]=1.OS(O)(=O)=O.[OH-].[Na+]>CO>[Cl:26][C:24]1[CH:23]=[CH:22][C:6]2[C:7]([OH:14])([CH:15]3[CH2:20][CH2:19][N:18]([CH3:21])[CH2:17][CH2:16]3)[C:8]3=[N:9][CH:10]=[CH:11][CH:12]=[C:13]3[C:3](=[O:2])[CH2:4][C:5]=2[CH:25]=1.[ClH:26] |f:2.3|. Procedure: Dissolve 5-Methoxy-8-chloro-11-(1-methyl-4-piperidinyl)-11 H-benzo[5,6]cyclohepta[1,2-b]pyridin-11-ol (4.26 g) in CH3OH (6 mL) at 0° C. under an argon atmosphere. Add slowly a cooled solution of 92% aqueous H2SO4 (54 mL). Allow the mixture to warm to room temperature for 35 minutes. Pour the solution onto ice, basify with aqueous NaOH (25%), and extract with methylene chloride (3×). Combine the organic portions, wash with brine and dry over sodium sulfate. Filter and concentrate in vacuo. Tritur... Reactants: CO, [Cl-], [K+], [K+], [K+], [Na+], O=C([O-])[O-], O, O=S(=O)([O-])O, CC(C)(C)[Si](C)(C)OCCCCCC(=O)O[SiH3]. The product is CC(C)(C)[Si](C)(C)OCCCCCC(=O)O. As a reaction SMILES: [CH3:30][OH:31].[Cl-:33].[K+:18].[K+:19].[K+:29].[Na+:34].[O-:20][C:21]([O-:22])=[O:23].[OH2:32].[S:24](=[O:25])(=[O:26])([OH:27])[O-:28].[SiH3:1][O:2][C:3]([CH2:4][CH2:5][CH2:6][CH2:7][CH2:8][O:9][Si:10]([CH3:11])([CH3:12])[C:13]([CH3:14])([CH3:15])[CH3:16])=[O:17]>>[O:2]=[C:3]([CH2:4][CH2:5][CH2:6][CH2:7][CH2:8][O:9][Si:10]([CH3:11])([CH3:12])[C:13]([CH3:14])([CH3:15])[CH3:16])[OH:17].